From a dataset of the Open Reaction Database (ORD), a public repository of structured organic reaction records. describe an organic reaction: reactants, conditions, products, and yield Reactants: O=C([O-])[O-], CCOC(=O)C=Cc1ccc(C(F)(F)F)nc1Cl, COCCOC, CCO, [Cs+], [Cs+], OB(O)c1ccccc1, Cl[Pd]Cl, c1ccc(P(c2ccccc2)c2ccccc2)cc1, c1ccc(P(c2ccccc2)c2ccccc2)cc1. The product is CCOC(=O)C=Cc1ccc(C(F)(F)F)nc1-c1ccccc1. RXN SMILES: [C:28](=[O:29])([O-:30])[O-:31].[CH2:1]([CH3:2])[O:3][C:4]([CH:5]=[CH:6][c:7]1[c:8]([Cl:17])[n:9][c:10]([C:13]([F:14])([F:15])[F:16])[cH:11][cH:12]1)=[O:18].[CH3:34][O:35][CH2:36][CH2:37][O:38][CH3:39].[CH3:81][CH2:82][OH:83].[Cs+:32].[Cs+:33].[OH:19][B:20]([OH:21])[c:22]1[cH:23][cH:24][cH:25][cH:26][cH:27]1.[Pd:40]([Cl:41])[Cl:42].[c:43]1([P:44]([c:45]2[cH:46][cH:47][cH:48][cH:49][cH:50]2)[c:51]2[cH:52][cH:53][cH:54][cH:55][cH:56]2)[cH:57][cH:58][cH:59][cH:60][cH:61]1.[c:62]1([P:63]([c:64]2[cH:65][cH:66][cH:67][cH:68][cH:69]2)[c:70]2[cH:71][cH:72][cH:73][cH:74][cH:75]2)[cH:76][cH:77][cH:78][cH:79][cH:80]1>>[CH2:1]([CH3:2])[O:3][C:4]([CH:5]=[CH:6][c:7]1[c:8](-[c:22]2[cH:23][cH:24][cH:25][cH:26][cH:27]2)[n:9][c:10]([C:13]([F:14])([F:15])[F:16])[cH:11][cH:12]1)=[O:18].